This data is from the Open Reaction Database (ORD), a public repository of structured organic reaction records. The task is: describe an organic reaction: reactants, conditions, products, and yield Procedure: A solution of 5 g of isopropyl 2-chloro-4-fluoro-5-[2-methoxy-6-oxo-4-trifluoromethyl-1(6H) pyrimidinyl]-benzoate in 20 ml of methylene chloride is treated with 25 ml of concentrated sulphuric acid while stirring and cooling at 20°-25° C. The reaction mixture is stirred at room temperature for a further 20 minutes and poured on to 100 g of ice. The organic phase is separated, the aqueous phase is extracted twice with 15 ml of ethyl acetate each time and the combined organic phases are washed to ... Reaction SMILES: [Cl:1][C:2]1[CH:13]=[C:12]([F:14])[C:11]([N:15]2[C:20](=[O:21])[CH:19]=[C:18]([C:22]([F:25])([F:24])[F:23])[N:17]=[C:16]2[O:26][CH3:27])=[CH:10][C:3]=1[C:4]([O:6]C(C)C)=[O:5].S(=O)(=O)(O)O>C(Cl)Cl>[Cl:1][C:2]1[CH:13]=[C:12]([F:14])[C:11]([N:15]2[C:20](=[O:21])[CH:19]=[C:18]([C:22]([F:23])([F:25])[F:24])[N:17]=[C:16]2[O:26][CH3:27])=[CH:10][C:3]=1[C:4]([OH:6])=[O:5]. Product: ClC1=C(C(=O)O)C=C(C(=C1)F)N1C(=NC(=CC1=O)C(F)(F)F)OC (2-chloro-4-fluoro-5-[2 -methoxy-6-oxo-4-trifluoromethyl-1(6H)-pyrimidinyl]-benzoic acid). Run in C(Cl)Cl (methylene chloride). Reactants: ClC1=C(C(=O)OC(C)C)C=C(C(=C1)F)N1C(=NC(=CC1=O)C(F)(F)F)OC (isopropyl 2-chloro-4-fluoro-5-[2-methoxy-6-oxo-4-trifluoromethyl-1(6H) pyrimidinyl]-benzoate), S(O)(O)(=O)=O (sulphuric acid), ice. The reactants are ClC1=CC=C(C=C1)C(N1CC(C1)=CS(=O)(=O)CC=1C=C(C(=O)O)C=CC1)C1=CC=C(C=C1)Cl (3-({1-[bis(4-chlorophenyl)methyl]azetidin-3-ylidene}methanesulfonylmethyl)benzoic acid), resin, CNN (methylhydrazine). The product is CNNC(C1=CC(=CC=C1)CS(=O)(=O)C=C1CN(C1)C(C1=CC=C(C=C1)Cl)C1=CC=C(C=C1)Cl)=O (3-({1-[bis(4-chlorophenyl)methyl]azetidin-3-ylidene}methanesulfonylmethyl)benzoic acid N′methylhydrazide). As a reaction SMILES: [Cl:1][C:2]1[CH:7]=[CH:6][C:5]([CH:8]([C:27]2[CH:32]=[CH:31][C:30]([Cl:33])=[CH:29][CH:28]=2)[N:9]2[CH2:12][C:11](=[CH:13][S:14]([CH2:17][C:18]3[CH:19]=[C:20]([CH:24]=[CH:25][CH:26]=3)[C:21](O)=[O:22])(=[O:16])=[O:15])[CH2:10]2)=[CH:4][CH:3]=1.[CH3:34][NH:35][NH2:36]>>[CH3:34][NH:35][NH:36][C:21](=[O:22])[C:20]1[CH:24]=[CH:25][CH:26]=[C:18]([CH2:17][S:14]([CH:13]=[C:11]2[CH2:12][N:9]([CH:8]([C:27]3[CH:32]=[CH:31][C:30]([Cl:33])=[CH:29][CH:28]=3)[C:5]3[CH:6]=[CH:7][C:2]([Cl:1])=[CH:3][CH:4]=3)[CH2:10]2)(=[O:16])=[O:15])[CH:19]=1. Reported procedure: The operation is carried out under the conditions described in Example 124 starting with 150 mg of activated 3-({1-[bis(4-chlorophenyl)methyl]azetidin-3-ylidene}methanesulfonylmethyl)benzoic acid on TFP resin (165 μM) and 0.0141 cm3 of methylhydrazine. 42 mg of 3-({1-[bis(4-chlorophenyl)methyl]azetidin-3-ylidene}methanesulfonylmethyl)benzoic acid N′methylhydrazide are thus obtained in the form of a pale yellow foam [1H NMR spectrum (400 MHz, (CD3)2SO-d6, δ in ppm): 2.96 (s, 3H), 3.18 (broad s, 3...